From a dataset of the Open Reaction Database (ORD), a public repository of structured organic reaction records. describe an organic reaction: reactants, conditions, products, and yield Starting materials: COC1=CC=C(CN2N=CC(=C2)C(=O)N)C=C1 (1-(4-methoxybenzyl)-1H-pyrazole-4-carboxamide), COC=1C=CC(=CC1)P2(=S)SP(=S)(S2)C=3C=CC(=CC3)OC (Lawesson's reagent). The solvent is C(Cl)(Cl)Cl.C1(=CC=CC=C1)C (CHCl3 toluene). Yields the product COC1=CC=C(CN2N=CC(=C2)C(N)=S)C=C1 (1-(4-methoxybenzyl)-1H-pyrazole-4-carbothioamide). The yield is 51.2%. Reaction SMILES: [CH3:1][O:2][C:3]1[CH:17]=[CH:16][C:6]([CH2:7][N:8]2[CH:12]=[C:11]([C:13]([NH2:15])=O)[CH:10]=[N:9]2)=[CH:5][CH:4]=1.COC1C=CC(P2(SP(C3C=CC(OC)=CC=3)(=S)S2)=[S:27])=CC=1>C(Cl)(Cl)Cl.C1(C)C=CC=CC=1>[CH3:1][O:2][C:3]1[CH:17]=[CH:16][C:6]([CH2:7][N:8]2[CH:12]=[C:11]([C:13](=[S:27])[NH2:15])[CH:10]=[N:9]2)=[CH:5][CH:4]=1 |f:2.3|. Reported procedure: According to Scheme 1 Step 4: A solution of 1-(4-methoxybenzyl)-1H-pyrazole-4-carboxamide (109 mmol, 25.1 g) and Lawesson's reagent (109 mmol, 43.9 g) in CHCl3/toluene (1:1, 136 mL) was stirred at 85° C. for 12 hours. The reaction mixture was evaporated and the residue was recrystallized in EtOAc/pentane to yield 13.8 g of 1-(4-methoxybenzyl)-1H-pyrazole-4-carbothioamide. The mother liquors were evaporated and the crude residue was purified by flash chromatography over silica gel using DCM/EtOAc... Starting materials: N1=C(C=CC=C1)N (pyridin-2-amine), BrC1=NC=C(C=C1)[N+](=O)[O-] (2-bromo-5-nitropyridine), C1(=CC=CC=C1)P(CCCP(C1=CC=CC=C1)C1=CC=CC=C1)C1=CC=CC=C1 (1,3-Bis(diphenylphosphino)propane), CC(C)([O-])C.[Na+] (sodium tert butoxide), Pd(dba)3. Run in C1(=CC=CC=C1)C (toluene), C1(=CC=CC=C1)C (toluene). Conditions: time 18 hour. Yields the product [N+](=O)([O-])C=1C=CC(=NC1)NC1=NC=CC=C1 (5-nitro-N-(pyridin-2-yl)pyridin-2-amine). As a reaction SMILES: [N:1]1[CH:6]=[CH:5][CH:4]=[CH:3][C:2]=1[NH2:7].Br[C:9]1[CH:14]=[CH:13][C:12]([N+:15]([O-:17])=[O:16])=[CH:11][N:10]=1.C1(P(C2C=CC=CC=2)CCCP(C2C=CC=CC=2)C2C=CC=CC=2)C=CC=CC=1.CC(C)([O-])C.[Na+]>C1(C)C=CC=CC=1>[N+:15]([C:12]1[CH:13]=[CH:14][C:9]([NH:7][C:2]2[CH:3]=[CH:4][CH:5]=[CH:6][N:1]=2)=[N:10][CH:11]=1)([O-:17])=[O:16] |f:3.4|. Procedure details: A mixture of pyridin-2-amine, 9, (0.5 g; 2.5 mmol), 2-bromo-5-nitropyridine, 10, (0.28 g; 2.9 mmol), 1,3-Bis(diphenylphosphino)propane (0.04 g; 0.08 mmol) in toluene was added to a mixture of sodium tert butoxide (0.33 g; 3.5 mmol) and Pd(dba)3 (0.05 g; 0.05 mmol) in toluene and allowed to stir at ambient temperature for 18 hours. The mixture was filtered through a bed of celite and the solvent removed under reduced pressure. The crude mixture was purified on a flash silica gel column (hexane/et... Starting materials: C[Al](C)C.C[Al](C)C.C1CN2CCN1CC2 (Bis(trimethylaluminum)-1,4-diazabicyclo[2.2.2]octane adduct), ClC1=CC(=C(OC[C@H](C)N)C=C1)C(C(F)(F)F)(C)C ((2S)-1-[4-chloro-2-(1,1,1-trifluoro-2-methylpropan-2-yl)phenoxy]propan-2-amine), CC=1N=CN(C1)C1=CC=C2C(OCCN2C1=O)=O (7-(4-Methyl-1H-imidazol-1-yl)-3,4-dihydropyrido[2,1-c][1,4]oxazine-1,6-dione). The solvent is O1CCCC1 (tetrahydrofuran). Run at temperature 40 celsius. Product: ClC1=CC(=C(OC[C@H](C)NC(=O)C=2N(C(C(=CC2)N2C=NC(=C2)C)=O)CCO)C=C1)C(C(F)(F)F)(C)C (N-{(2S)-1-[4-chloro-2-(1,1,1-trifluoro-2-methylpropan-2-yl)phenoxy]propan-2-yl}-1-(2-hydroxyethyl)-5-(4-methyl-1H-imidazol-1-yl)-6-oxo-1,6-dihydropyridine-2-carboxamide). RXN SMILES: C[Al](C)C.C[Al](C)C.C1N2CCN(CC2)C1.[Cl:17][C:18]1[CH:28]=[CH:27][C:21]([O:22][CH2:23][C@@H:24]([NH2:26])[CH3:25])=[C:20]([C:29]([CH3:35])([CH3:34])[C:30]([F:33])([F:32])[F:31])[CH:19]=1.[CH3:36][C:37]1[N:38]=[CH:39][N:40]([C:42]2[C:51](=[O:52])[N:50]3[C:45]([C:46](=[O:53])[O:47][CH2:48][CH2:49]3)=[CH:44][CH:43]=2)[CH:41]=1>O1CCCC1>[Cl:17][C:18]1[CH:28]=[CH:27][C:21]([O:22][CH2:23][C@@H:24]([NH:26][C:46]([C:45]2[N:50]([CH2:49][CH2:48][OH:47])[C:51](=[O:52])[C:42]([N:40]3[CH:41]=[C:37]([CH3:36])[N:38]=[CH:39]3)=[CH:43][CH:44]=2)=[O:53])[CH3:25])=[C:20]([C:29]([CH3:34])([CH3:35])[C:30]([F:31])([F:32])[F:33])[CH:19]=1 |f:0.1.2|. Procedure: Bis(trimethylaluminum)-1,4-diazabicyclo[2.2.2]octane adduct (97%, 398 mg, 1.51 mmol) was added portion-wise over 5 minutes to a solution of (2S)-1-[4-chloro-2-(1,1,1-trifluoro-2-methylpropan-2-yl)phenoxy]propan-2-amine (C50) (400 mg, 1.51 mmol) in tetrahydrofuran (8 mL), and the reaction mixture was heated to 40° C. for 45 minutes. 7-(4-Methyl-1H-imidazol-1-yl)-3,4-dihydropyrido[2,1-c][1,4]oxazine-1,6-dione (P14) (555 mg, 2.26 mmol) was then added portion-wise over a period of approximately 5 mi... Reactants: C1CCOC1, CCOC(C)=O, CS(=O)(=O)CCN(Cc1cccc(Nc2nccc(-c3c(-c4cccc(NC(=O)Cc5cccs5)c4)nn4ccccc34)n2)c1)C(=O)C(F)(F)F, [Li+], [OH-], O, O. Product: CS(=O)(=O)CCNCc1cccc(Nc2nccc(-c3c(-c4cccc(NC(=O)Cc5cccs5)c4)nn4ccccc34)n2)c1. As a reaction SMILES: [CH2:55]1[O:56][CH2:57][CH2:58][CH2:59]1.[CH3:61][CH2:62][O:63][C:64]([CH3:65])=[O:66].[F:1][C:2]([F:3])([F:4])[C:50]([N:5]([CH2:6][c:7]1[cH:8][c:9]([NH:13][c:14]2[n:15][cH:16][cH:17][c:18](-[c:20]3[c:21](-[c:29]4[cH:30][c:31]([NH:35][C:36]([CH2:37][c:38]5[s:39][cH:40][cH:41][cH:42]5)=[O:43])[cH:32][cH:33][cH:34]4)[n:22][n:23]4[c:24]3[cH:25][cH:26][cH:27][cH:28]4)[n:19]2)[cH:10][cH:11][cH:12]1)[CH2:44][CH2:45][S:46](=[O:47])(=[O:48])[CH3:49])=[O:51].[Li+:53].[OH-:52].[OH2:54].[OH2:60]>>[NH:5]([CH2:6][c:7]1[cH:8][c:9]([NH:13][c:14]2[n:15][cH:16][cH:17][c:18](-[c:20]3[c:21](-[c:29]4[cH:30][c:31]([NH:35][C:36]([CH2:37][c:38]5[s:39][cH:40][cH:41][cH:42]5)=[O:43])[cH:32][cH:33][cH:34]4)[n:22][n:23]4[c:24]3[cH:25][cH:26][cH:27][cH:28]4)[n:19]2)[cH:10][cH:11][cH:12]1)[CH2:44][CH2:45][S:46](=[O:47])(=[O:48])[CH3:49]. Procedure: Antagonisms for LTC4 and LTD4 were determined in isolated guinea-pig trachea prepared as spiral strip. Tracheal preparations were suspended under 1 g tension in 10 ml organ baths and they were incubated for 1 hr prior to use. Contractile responses to LTC4 (2×10-8 g/ml) and LTD4 (2×10-8 g/ml) were obtained after the maximal response to histamine (10-4M). Test compounds dissolved in 100% dimethyl sulfoxide were added to the organ baths (final concentration of 10-5 g/ml or 10-6 g/ml) 5 min prior to... Starting materials: CCCCC/C=C\C/C=C\C=C\C=C\[C@H]([C@H](CCCC(=O)O)O)SCC(C(=O)NCC(=O)O)N (LTD4), CCCCC/C=C\C/C=C\C=C\C=C\[C@H]([C@H](CCCC(=O)O)O)SC[C@@H](C(=O)NCC(=O)O)NC(=O)CC[C@@H](C(=O)O)N (LTC4). Conditions: time 1 hour. Reaction SMILES: [CH3:1][CH2:2][CH2:3][CH2:4][CH2:5]/[CH:6]=[CH:7]\[CH2:8]/[CH:9]=[CH:10]\[CH:11]=[CH:12]\[CH:13]=[CH:14]\[C@@H:15]([S:24][CH2:25][C@H:26]([NH:34][C:35]([CH2:37][CH2:38][C@H:39]([NH2:43])[C:40]([OH:42])=[O:41])=[O:36])[C:27]([NH:29][CH2:30][C:31]([OH:33])=[O:32])=[O:28])[C@@H:16]([OH:23])[CH2:17][CH2:18][CH2:19][C:20]([OH:22])=[O:21].[CH3:44][CH2:45][CH2:46][CH2:47][CH2:48]/[CH:49]=[CH:50]\[CH2:51]/[CH:52]=[CH:53]\[CH:54]=[CH:55]\[CH:56]=[CH:57]\[C@@H:58]([S:67][CH2:68][CH:69]([NH2:77])[C:70]([NH:72][CH2:73][C:74]([OH:76])=[O:75])=[O:71])[C@@H:59]([OH:66])[CH2:60][CH2:61][CH2:62][C:63]([OH:65])=[O:64]>>[CH3:1][CH2:2][CH2:3][CH2:4][CH2:5]/[CH:6]=[CH:7]\[CH2:8]/[CH:9]=[CH:10]\[CH:11]=[CH:12]\[CH:13]=[CH:14]\[C@@H:15]([S:24][CH2:25][C@H:26]([NH:34][C:35]([CH2:37][CH2:38][C@H:39]([NH2:43])[C:40]([OH:42])=[O:41])=[O:36])[C:27]([NH:29][CH2:30][C:31]([OH:33])=[O:32])=[O:28])[C@@H:16]([OH:23])[CH2:17][CH2:18][CH2:19][C:20]([OH:22])=[O:21].[CH3:44][CH2:45][CH2:46][CH2:47][CH2:48]/[CH:49]=[CH:50]\[CH2:51]/[CH:52]=[CH:53]\[CH:54]=[CH:55]\[CH:56]=[CH:57]\[C@@H:58]([S:67][CH2:68][CH:69]([NH2:77])[C:70]([NH:72][CH2:73][C:74]([OH:76])=[O:75])=[O:71])[C@@H:59]([OH:66])[CH2:60][CH2:61][CH2:62][C:63]([OH:65])=[O:64].[NH2:43][CH2:39][CH2:38][C:37]1[N:72]=[CH:26][NH:34][CH:35]=1. The product is CCCCC/C=C\C/C=C\C=C\C=C\[C@H]([C@H](CCCC(=O)O)O)SC[C@@H](C(=O)NCC(=O)O)NC(=O)CC[C@@H](C(=O)O)N (LTC4), CCCCC/C=C\C/C=C\C=C\C=C\[C@H]([C@H](CCCC(=O)O)O)SCC(C(=O)NCC(=O)O)N (LTD4), NCCC1=CNC=N1 (histamine). Yield: 69.0%. Reported procedure: 6-Chloro-9-(2,2-dimethyl-1,3-dioxan-5-ylmethoxy)-2-formamidopurine (0.5 g, 1.46 mmol) in 1.2M sodium methoxide in methanol (3.38 ml) and methanol (5 ml) was heated at reflux temperature for 1.5 hours and then cooled. Acetic acid (0.16 ml) was added and the solution evaporated to dryness. The residue was suspended in water and extracted with ethyl acetate (2×50 ml). The combined ethyl acetate extracts were washed with water, dried (magnesium sulphate) and evaporated under reduced pressure. Chroma... Reactants: ClC1=C2N=CN(C2=NC(=N1)NC=O)OCC1COC(OC1)(C)C (6-Chloro-9-(2,2-dimethyl-1,3-dioxan-5-ylmethoxy)-2-formamidopurine), C(C)(=O)O (Acetic acid). Solvent: C[O-].[Na+] (sodium methoxide), CO (methanol), CO (methanol). Yields the product NC1=NC(=C2N=CN(C2=N1)OCC1COC(OC1)(C)C)OC (2-Amino-9-(2,2-dimethyl-1,3-dioxan-5-ylmethoxy)-6-methoxypurine). RXN SMILES: Cl[C:2]1[N:10]=[C:9]([NH:11]C=O)[N:8]=[C:7]2[C:3]=1[N:4]=[CH:5][N:6]2[O:14][CH2:15][CH:16]1[CH2:21][O:20][C:19]([CH3:23])([CH3:22])[O:18][CH2:17]1.[C:24](O)(=[O:26])C>C[O-].[Na+].CO>[NH2:11][C:9]1[N:8]=[C:7]2[C:3]([N:4]=[CH:5][N:6]2[O:14][CH2:15][CH:16]2[CH2:17][O:18][C:19]([CH3:22])([CH3:23])[O:20][CH2:21]2)=[C:2]([O:26][CH3:24])[N:10]=1 |f:2.3|.